This data is from the Open Reaction Database (ORD), a public repository of structured organic reaction records. The task is: describe an organic reaction: reactants, conditions, products, and yield Starting materials: [BH3-]C#N, C1CCOC1, CC(=O)O, COc1ccc(N)cc1, CO, [Na+], O=C1CCCC1. Yields the product COc1ccc(NC2CCCC2)cc1. Reaction SMILES: [C:20]([BH3-:21])#[N:22].[CH2:26]1[O:27][CH2:28][CH2:29][CH2:30]1.[CH3:16][C:17](=[O:18])[OH:19].[CH3:1][O:2][c:3]1[cH:4][cH:5][c:6]([NH2:9])[cH:7][cH:8]1.[CH3:24][OH:25].[Na+:23].[O:10]=[C:11]1[CH2:12][CH2:13][CH2:14][CH2:15]1>>[CH3:1][O:2][c:3]1[cH:4][cH:5][c:6]([NH:9][CH:11]2[CH2:12][CH2:13][CH2:14][CH2:15]2)[cH:7][cH:8]1. The reactants are FC1=CC(=C(C(=O)Cl)C=C1)Cl (4-fluoro-2-chlorobenzoyl chloride), ClC1=C(C=CC(=C1)Cl)C1=NC(=NC=C1C=1NC=C(N1)C)NCCNC1=CC=C(C=N1)C#N (6-[(2-{[4-(2,4-dichlorophenyl)-5-(4-methylimidazol-2-yl)pyrimidin-2-yl]amino}ethyl)amino]pyridine-3-carbonitrile). Yields the product ClC1=C(C=CC(=C1)F)C1=NC(=NC=C1C=1NC=C(N1)C)NCCNC1=CC=C(C=N1)C#N (6-[(2-{[4-(2-chloro-4-fluorophenyl)-5-(4-methylimidazol-2-yl)pyrimidin-2-yl]-amino}ethyl)amino]pyridine-3-carbonitrile). Reaction SMILES: [F:1][C:2]1[CH:10]=[CH:9][C:5]([C:6](Cl)=O)=[C:4]([Cl:11])[CH:3]=1.ClC1C=C(Cl)C=CC=1C1[C:25]([C:26]2[NH:27][CH:28]=[C:29]([CH3:31])[N:30]=2)=[CH:24][N:23]=[C:22]([NH:32][CH2:33][CH2:34][NH:35][C:36]2[N:41]=[CH:40][C:39]([C:42]#[N:43])=[CH:38][CH:37]=2)[N:21]=1>>[Cl:11][C:4]1[CH:3]=[C:2]([F:1])[CH:10]=[CH:9][C:5]=1[C:6]1[C:25]([C:26]2[NH:27][CH:28]=[C:29]([CH3:31])[N:30]=2)=[CH:24][N:23]=[C:22]([NH:32][CH2:33][CH2:34][NH:35][C:36]2[N:41]=[CH:40][C:39]([C:42]#[N:43])=[CH:38][CH:37]=2)[N:21]=1. Procedure details: 6-[(2-{[4-(2-chloro-4-fluorophenyl)-5-(4-methylimidazol-2-yl)pyrimidin-2-yl]-amino}ethyl)amino]pyridine-3-carbonitrile was prepared from 4-fluoro-2-chlorobenzoyl chloride using the general method for 6-[(2-{[4-(2,4-dichlorophenyl)-5-(4-methylimidazol-2-yl)pyrimidin-2-yl]amino}ethyl)amino]pyridine-3-carbonitrile. Reactants: CCO, COC(=N)COCC(F)(F)F, N. The product is N=C(N)COCC(F)(F)F. RXN SMILES: [CH3:13][CH2:14][OH:15].[F:1][C:2]([CH2:3][O:4][CH2:5][C:6]([O:7][CH3:8])=[NH:9])([F:10])[F:11].[NH3:12]>>[F:1][C:2]([CH2:3][O:4][CH2:5][C:6](=[NH:9])[NH2:12])([F:10])[F:11].